Dataset: the Open Reaction Database (ORD), a public repository of structured organic reaction records. Task: describe an organic reaction: reactants, conditions, products, and yield Starting materials: C(C)(C)(C)C=1SC=C(N1)/C=C/C=1C(=NN(C1)C1=CC=CC=C1)OCC1=CC(=C(OCC=2N=C(OC2C)C2=CC=C(C=C2)CC(=O)OCC)C=C1)OC (ethyl {4-[4-({4-[({4-[(E)-2-(2-tert-butyl-1,3-thiazol-4-yl)ethenyl]-1-phenyl-1H-pyrazol-3-yl}oxy)methyl]-2-methoxyphenoxy}methyl)-5-methyl-1,3-oxazol-2-yl]phenyl}acetate), O1CCCC1 (tetrahydrofuran), [OH-].[Na+] (sodium hydroxide), Cl (hydrochloric acid). Yield: 79.7%. RXN SMILES: [C:1]([C:5]1[S:6][CH:7]=[C:8](/[CH:10]=[CH:11]/[C:12]2[C:13]([O:23][CH2:24][C:25]3[CH:50]=[CH:49][C:28]([O:29][CH2:30][C:31]4[N:32]=[C:33]([C:37]5[CH:42]=[CH:41][C:40]([CH2:43][C:44]([O:46]CC)=[O:45])=[CH:39][CH:38]=5)[O:34][C:35]=4[CH3:36])=[C:27]([O:51][CH3:52])[CH:26]=3)=[N:14][N:15]([C:17]3[CH:22]=[CH:21][CH:20]=[CH:19][CH:18]=3)[CH:16]=2)[N:9]=1)([CH3:4])([CH3:3])[CH3:2].O1CCCC1.[OH-].[Na+].Cl>O.C(O)C>[C:1]([C:5]1[S:6][CH:7]=[C:8](/[CH:10]=[CH:11]/[C:12]2[C:13]([O:23][CH2:24][C:25]3[CH:50]=[CH:49][C:28]([O:29][CH2:30][C:31]4[N:32]=[C:33]([C:37]5[CH:38]=[CH:39][C:40]([CH2:43][C:44]([OH:46])=[O:45])=[CH:41][CH:42]=5)[O:34][C:35]=4[CH3:36])=[C:27]([O:51][CH3:52])[CH:26]=3)=[N:14][N:15]([C:17]3[CH:18]=[CH:19][CH:20]=[CH:21][CH:22]=3)[CH:16]=2)[N:9]=1)([CH3:4])([CH3:2])[CH3:3] |f:2.3|. Solvent: C(C)O (ethanol), O (water). Product: C(C)(C)(C)C=1SC=C(N1)/C=C/C=1C(=NN(C1)C1=CC=CC=C1)OCC1=CC(=C(OCC=2N=C(OC2C)C2=CC=C(C=C2)CC(=O)O)C=C1)OC ({4-[4-({4-[({4-[(E)-2-(2-tert-butyl-1,3-thiazol-4-yl)ethenyl]-1-phenyl-1H-pyrazol-3-yl}oxy)methyl]-2-methoxyphenoxy}methyl)-5-methyl-1,3-oxazol-2-yl]phenyl}acetic acid). Procedure: To a mixture of ethyl {4-[4-({4-[({4-[(E)-2-(2-tert-butyl-1,3-thiazol-4-yl)ethenyl]-1-phenyl-1H-pyrazol-3-yl}oxy)methyl]-2-methoxyphenoxy}methyl)-5-methyl-1,3-oxazol-2-yl]phenyl}acetate (0.77 g), tetrahydrofuran (9 mL) and ethanol (3 mL) was added 1N aqueous sodium hydroxide solution (2 mL), and the mixture was stirred at 50° C. for 1 hr. To the reaction mixture were added 1N hydrochloric acid (2 mL) and water, and the mixture was extracted with ethyl acetate. The ethyl acetate layer was washed ... Run at temperature 50 celsius, time 1 hour. The reactants are [Sn] (tin), C(C)(C)(C)C1=C(C=CC(C1)(C)C(C)(C)C)O (2,4-di-tert.-butyl-4-methylphenol), organolithium. Solvent: CO (methanol). Product: C=CC=C.C=CC1=CC=CC=C1 (Butadiene styrene). RXN SMILES: [Sn].[C:2]([C:6]1[CH2:11][C:10](C(C)(C)C)(C)[CH:9]=[CH:8][C:7]=1O)(C)(C)[CH3:3]>CO>[CH2:3]=[CH:2][CH:6]=[CH2:7].[CH2:3]=[CH:2][C:6]1[CH:11]=[CH:10][CH:9]=[CH:8][CH:7]=1 |f:3.4,^3:0|. Procedure: A 5-liter stainless steel autoclave is purged with nitrogen and then is charged with a mixture of 70 g of styrene, 2053 g of cyclohexane and 210 g of butadiene. Afterwards, the autoclave is heated in a water bath under stirring to reach a temperature of 50° C. and at that temperature, butyllithium is added to remove the impurities reactive to the initiator, followed by 8.4 mmol of the tin-containing organolithium initiator from Example 63. The reaction mixture is allowed to react for 2 hours and... Reactants: BrC1=C(SC=C1)CC#N (2-(3-bromothiophen-2-yl)acetonitrile), C(=O)OCC (ethyl formate), [O-]CC.[Na+] (sodium ethoxide), Cl (hydrochloric acid), C(C)O.Cl (hydrochloric acid ethanol), NC1=CC(=C(C(=O)O)C=C1)O (4-amino-2-hydroxybenzoic acid), P(=O)([O-])([O-])[O-].[K+].[K+].[K+] (tripotassium phosphate). The reagents and catalysts are [Cu]I (copper(I) iodide). The solvent is CS(=O)C (dimethyl sulfoxide), O (water), CS(=O)C (dimethyl sulfoxide), C(CO)O (ethylene glycol). Run at time 3 hour. The product is C(#N)C=1C2=C(N(C1)C1=CC(=C(C(=O)O)C=C1)O)C=CS2 (4-(6-Cyano-thieno[3,2-b]pyrrol-4-yl)-2-hydroxybenzoic acid). Isolated yield 32.0%. As a reaction SMILES: Br[C:2]1[CH:6]=[CH:5][S:4][C:3]=1[CH2:7][C:8]#[N:9].[CH:10](OCC)=O.[O-]CC.[Na+].C(O)C.Cl.[NH2:23][C:24]1[CH:32]=[CH:31][C:27]([C:28]([OH:30])=[O:29])=[C:26]([OH:33])[CH:25]=1.P([O-])([O-])([O-])=O.[K+].[K+].[K+].Cl>CS(C)=O.[Cu]I.C(O)CO.O>[C:8]([C:7]1[C:3]2[S:4][CH:5]=[CH:6][C:2]=2[N:23]([C:24]2[CH:32]=[CH:31][C:27]([C:28]([OH:30])=[O:29])=[C:26]([OH:33])[CH:25]=2)[CH:10]=1)#[N:9] |f:2.3,4.5,7.8.9.10|. Reported procedure: To a solution of 2-(3-bromothiophen-2-yl)acetonitrile (1.0 g) and ethyl formate (3.7 g) in dimethyl sulfoxide (5.0 mL) was added sodium ethoxide (20% solution in ethanol, 3.1 mL), and the mixture was stirred at room temperature for 3 hours. 2.5 mol/L hydrochloric acid ethanol solution (3.6 mL) and 4-amino-2-hydroxybenzoic acid (0.9 g) were added to reaction solution. The mixture was stirred at 50° C. for 5 hours. To the reaction solution was added water. The precipitated solid was collected by f... Reactants: C(C)OC(CN1[C@@H]([C@@]([C@@H](C1)CC(C)(C)C)(C#N)C1=C(C=C(C=C1)Cl)F)C1=C(C(=CC=C1)Cl)F)=O (rac [(2S,3S,4S)-2-(3-chloro-2-fluoro-phenyl)-3-(4-chloro-2-fluoro-phenyl)-3-cyano-4-(2,2-dimethyl-propyl)-pyrrolidin-1-yl]-acetic acid ethyl ester), [Li+].[OH-] (LiOH). Run in C1CCOC1 (THF), O (water). Conditions: time 22 hour. Yields the product ClC=1C(=C(C=CC1)[C@H]1N(C[C@H]([C@]1(C#N)C1=C(C=C(C=C1)Cl)F)CC(C)(C)C)CC(=O)O)F (rac-[(2S,3S,4S)-2-(3-chloro-2-fluoro-phenyl)-3-(4-chloro-2-fluoro-phenyl)-3-cyano-4-(2,2-dimethyl-propyl)-pyrrolidin-1-yl]-acetic acid). Yield: 102.4%. As a reaction SMILES: C([O:3][C:4](=[O:34])[CH2:5][N:6]1[CH2:10][C@@H:9]([CH2:11][C:12]([CH3:15])([CH3:14])[CH3:13])[C@@:8]([C:18]2[CH:23]=[CH:22][C:21]([Cl:24])=[CH:20][C:19]=2[F:25])([C:16]#[N:17])[C@H:7]1[C:26]1[CH:31]=[CH:30][CH:29]=[C:28]([Cl:32])[C:27]=1[F:33])C.[Li+].[OH-]>C1COCC1.O>[Cl:32][C:28]1[C:27]([F:33])=[C:26]([C@@H:7]2[C@:8]([C:18]3[CH:23]=[CH:22][C:21]([Cl:24])=[CH:20][C:19]=3[F:25])([C:16]#[N:17])[C@H:9]([CH2:11][C:12]([CH3:14])([CH3:15])[CH3:13])[CH2:10][N:6]2[CH2:5][C:4]([OH:34])=[O:3])[CH:31]=[CH:30][CH:29]=1 |f:1.2|. Procedure: To a mixture of rac [(2S,3S,4S)-2-(3-chloro-2-fluoro-phenyl)-3-(4-chloro-2-fluoro-phenyl)-3-cyano-4-(2,2-dimethyl-propyl)-pyrrolidin-1-yl]-acetic acid ethyl ester (14.7 mg, 0.0288 mmol, Example C1) in THF (1.8 mL) was added a solution of LiOH (Aldrich, 8.5 mg, 0.02 mmol) in water (1.2 mL) and the reaction mixture was stirred at rt for 22 hrs. The reaction mixture was partly concentrated and quenched with 1 N HCl (pH 4-5), extracted with EtOAc, and washed with water, saturated NaCl. The organic p... Reactants: C(C)(C)(C)OC(=O)N1CC(C1)(NC=1C=C2N3C(C(N(N=C3COC2=CC1C(F)(F)F)COCC[Si](C)(C)C)=O)C)C (3-methyl-3-[4-methyl-3-oxo-7-trifluoromethyl-2-(2-trimethylsilanyl-ethoxymethyl)-2,3,4,10-tetrahydro-9-oxa-1,2,4a-triaza-phenanthren-6-ylamino]-azetidine-1-carboxylic acid tert-butyl ester), C=O (paraformaldehyde), CO (MeOH), [BH3-]C#N.[Na+] (NaBH3CN). Run in CC(C)O (iPrOH), CC(=O)O (AcOH), CC(=O)O (AcOH). Reaction conditions: temperature 110 celsius, time 2 day. The product is CC1(CN(C1)C(=O)OC(C)(C)C)N(C=1C(=CC2=C(N3C(=NN(C(C3C)=O)COCC[Si](C)(C)C)CO2)C1)C(F)(F)F)C (tert-butyl 3-methyl-3-(methyl(1-methyl-2-oxo-8-(trifluoromethyl)-3-((2-(trimethylsilyl)ethoxy)methyl)-1,2,3,5-tetrahydrobenzo[5,6][1,4]oxazino[3,4-c][1,2,4]triazin-9-yl)amino)azetidine-1-carboxylate). Isolated yield 52.7%. As a reaction SMILES: [C:1]([O:5][C:6]([N:8]1[CH2:11][C:10]([CH3:41])([NH:12][C:13]2[CH:14]=[C:15]3[C:24](=[CH:25][C:26]=2[C:27]([F:30])([F:29])[F:28])[O:23][CH2:22][C:21]2[N:16]3[CH:17]([CH3:40])[C:18](=[O:39])[N:19]([CH2:31][O:32][CH2:33][CH2:34][Si:35]([CH3:38])([CH3:37])[CH3:36])[N:20]=2)[CH2:9]1)=[O:7])([CH3:4])([CH3:3])[CH3:2].C=O.CO.[BH3-][C:47]#N.[Na+]>CC(O)C.CC(O)=O>[CH3:41][C:10]1([N:12]([CH3:47])[C:13]2[C:26]([C:27]([F:29])([F:28])[F:30])=[CH:25][C:24]3[O:23][CH2:22][C:21]4=[N:20][N:19]([CH2:31][O:32][CH2:33][CH2:34][Si:35]([CH3:36])([CH3:37])[CH3:38])[C:18](=[O:39])[CH:17]([CH3:40])[N:16]4[C:15]=3[CH:14]=2)[CH2:9][N:8]([C:6]([O:5][C:1]([CH3:4])([CH3:3])[CH3:2])=[O:7])[CH2:11]1 |f:3.4|. Procedure: A mixture of 3-methyl-3-[4-methyl-3-oxo-7-trifluoromethyl-2-(2-trimethylsilanyl-ethoxymethyl)-2,3,4,10-tetrahydro-9-oxa-1,2,4a-triaza-phenanthren-6-ylamino]-azetidine-1-carboxylic acid tert-butyl ester (Example #100, Step A, 0.250 g, 0.417 mmol) and paraformaldehyde (neat, 0.250 g, 8.34 mmol) in iPrOH (5 mL) and AcOH (0.5 ml) was stirred at 110° C. for 2 days. The reaction mixture was cooled to ambient temperature and the solvent was removed in vacuo. Then, MeOH (5 mL), AcOH (2.5 mL) and NaBH3CN... Starting materials: C(C)OC(C(C(COC)C1=CNC2=CC=CC(=C12)COC(C)=O)N)=O (3-(4-acetoxymethylindol-3-yl)-2-amino-4-methoxy-butyric acid ethyl ester), O.C(C=O)(=O)O (glyoxylic acid monohydrate), C([O-])([O-])=O.[K+].[K+] (potassium carbonate). Run in C(C)(=O)OCC (ethyl acetate), O (water). Reaction conditions: temperature 0 celsius. Product: C(C)OC(=O)C1NC(C=2NC3=CC=CC(=C3C2C1COC)COC(C)=O)C(=O)O (5-Acetoxymethyl-4-methoxymethyl-1,2,3,4-tetrahydro-beta-carboline-1,3-dicarboxylic acid-3 ethyl ester). As a reaction SMILES: [CH2:1]([O:3][C:4](=[O:25])[CH:5]([NH2:24])[CH:6]([C:10]1[C:18]2[C:13](=[CH:14][CH:15]=[CH:16][C:17]=2[CH2:19][O:20][C:21](=[O:23])[CH3:22])[NH:12][CH:11]=1)[CH2:7][O:8][CH3:9])[CH3:2].O.[C:27]([OH:31])(=[O:30])[CH:28]=O.C(=O)([O-])[O-].[K+].[K+]>C(OCC)(=O)C.O>[CH2:1]([O:3][C:4]([CH:5]1[CH:6]([CH2:7][O:8][CH3:9])[C:10]2[C:18]3[C:13](=[CH:14][CH:15]=[CH:16][C:17]=3[CH2:19][O:20][C:21](=[O:23])[CH3:22])[NH:12][C:11]=2[CH:28]([C:27]([OH:31])=[O:30])[NH:24]1)=[O:25])[CH3:2] |f:1.2,3.4.5|. Procedure details: A solution of 3-(4-acetoxymethylindol-3-yl)-2-amino-4-methoxy-butyric acid ethyl ester (8.7 g) in ethyl acetate (40 ml) is slowly added drop by drop to a solution of glyoxylic acid monohydrate (2.4 g) in water (30 ml), cooled to 0° C., under argon protection and with stirring. The pH of the solution is adjusted to 4 by addition of potassium carbonate (about 1 g). Then the mixture is stirred for 2 hours, whereby it is allowed to warm to room temperature. Ethyl acetate and water phases are separat... The reactants are COCCOC=1C=C2C=C(NC2=C(C1)N(S(=O)(=O)C=1SC=CC1)C)C=1SC(CN1)CC(=O)O ((2-{5-(2-methoxyethoxy)-7-[methyl(2-thienylsulfonyl)amino]-1H-indol-2-yl}-4,5-dihydro-1,3-thiazol-5-yl)acetic acid), Cl.CN(CCCN=C=NCC)C (N-[3-(dimethylamino)propyl]-N′-ethylcarbodiimide hydrochloride), CN(C=O)C (N,N-dimethylformamide). RXN SMILES: [CH3:1][O:2][CH2:3][CH2:4][O:5][C:6]1[CH:7]=[C:8]2[C:12](=[C:13]([N:15]([CH3:24])[S:16]([C:19]3[S:20][CH:21]=[CH:22][CH:23]=3)(=[O:18])=[O:17])[CH:14]=1)[NH:11][C:10]([C:25]1[S:26][CH:27]([CH2:30][C:31](O)=[O:32])[CH2:28][N:29]=1)=[CH:9]2.Cl.C[N:36](C)CCCN=C=NCC.CN(C)C=O>O>[CH3:1][O:2][CH2:3][CH2:4][O:5][C:6]1[CH:7]=[C:8]2[C:12](=[C:13]([N:15]([CH3:24])[S:16]([C:19]3[S:20][CH:21]=[CH:22][CH:23]=3)(=[O:18])=[O:17])[CH:14]=1)[NH:11][C:10]([C:25]1[S:26][CH:27]([CH2:30][C:31]([NH2:36])=[O:32])[CH2:28][N:29]=1)=[CH:9]2 |f:1.2|. Isolated yield 50.1%. Conditions: time 15 hour. Product: COCCOC=1C=C2C=C(NC2=C(C1)N(S(=O)(=O)C=1SC=CC1)C)C=1SC(CN1)CC(=O)N (2-(2-{5-(2-methoxyethoxy)-7-[methyl(2-thienylsulfonyl)amino]-1H-indol-2-yl}-4,5-dihydro-1,3-thiazol-5-yl)acetamide). Run in O (Water). Reported procedure: A mixture of (2-{5-(2-methoxyethoxy)-7-[methyl(2-thienylsulfonyl)amino]-1H-indol-2-yl}-4,5-dihydro-1,3-thiazol-5-yl)acetic acid (220 mg), 1H-1,2,3-benzotriazol-1-ol-ammonia complex (100 mg), N-[3-(dimethylamino)propyl]-N′-ethylcarbodiimide hydrochloride (120 mg) and N,N-dimethylformamide (3 mL) was stirred at room temperature for 15 hr. Water was added to the reaction mixture, and the mixture was extracted with ethyl acetate. The ethyl acetate layer was washed successively with aqueous citric ac... Reactants: C1(CC1)COC1=C(C=C(C=C1)S(=O)(=O)N1CCC(CC1)OC1OCCCC1)C=1C2=C(C(N(C1)C)=O)NC=C2 (4-(2-(cyclopropylmethoxy)-5-(4-(tetrahydro-2H-pyran-2-yloxy)piperidin-1-ylsulfonyl)phenyl)-6-methyl-1H-pyrrolo[2,3-c]pyridin-7(6H)-one), C(C)(=O)O (acetic acid), O1CCCC1 (tetrahydrofuran). Solvent: O (water). Product: C1(CC1)COC1=C(C=C(C=C1)S(=O)(=O)N1CCC(CC1)O)C=1C2=C(C(N(C1)C)=O)NC=C2 (4-(2-(cyclopropylmethoxy)-5-(4-hydroxypiperidin-1-ylsulfonyl)phenyl)-6-methyl-1H-pyrrolo[2,3-c]pyridin-7(6H)-one). Isolated yield 65.6%. As a reaction SMILES: [CH:1]1([CH2:4][O:5][C:6]2[CH:11]=[CH:10][C:9]([S:12]([N:15]3[CH2:20][CH2:19][CH:18]([O:21]C4CCCCO4)[CH2:17][CH2:16]3)(=[O:14])=[O:13])=[CH:8][C:7]=2[C:28]2[C:29]3[CH:38]=[CH:37][NH:36][C:30]=3[C:31](=[O:35])[N:32]([CH3:34])[CH:33]=2)[CH2:3][CH2:2]1.C(O)(=O)C.O1CCCC1>O>[CH:1]1([CH2:4][O:5][C:6]2[CH:11]=[CH:10][C:9]([S:12]([N:15]3[CH2:20][CH2:19][CH:18]([OH:21])[CH2:17][CH2:16]3)(=[O:13])=[O:14])=[CH:8][C:7]=2[C:28]2[C:29]3[CH:38]=[CH:37][NH:36][C:30]=3[C:31](=[O:35])[N:32]([CH3:34])[CH:33]=2)[CH2:3][CH2:2]1. Procedure details: A solution of Example 354e (54 mg, 0.10 mmol), acetic acid (4 mL, 69.9 mmol), tetrahydrofuran (2 mL) and water (1 mL) was stirred at 45° C. for 2.5 hours. The reaction mixture was concentrated to dryness and the residue was dried overnight (in-vacuo). The crude product was triturated with diethyl ether, filtered and dried (in-vacuo) to afford the title compound (30 mg, 66% yield). 1H NMR (300 MHz, DMSO-d6) ppm 0.25-0.31 (m, 2H) 0.44-0.51 (m, 2H) 1.08-1.17 (m, 1H) 1.38-1.51 (m, 2H) 1.70-1.80 (m, ... Reactants: COC1=CC=C(CS[C@H]2C[C@H](N(C2)C)C(=O)O)C=C1 ((2S,4S)-4-(4-methoxybenzylthio)-1-methylpyrrolidine-2-carboxylic acid), N,N'-carbonyldiimidazole, FC(C(=O)O)(F)F.[N+](=O)([O-])C1=CC=C(COC(=O)N=C(NCC(=O)N[C@@H]2CNCC2)NC(=O)OCC2=CC=C(C=C2)[N+](=O)[O-])C=C1 ((3S)-3-[2-[2,3-bis(4-nitrobenzyloxycarbonyl)guanidino]acetylamino]pyrrolidine trifluoroacetate). Run in C(C)#N (acetonitrile), C(C)(=O)OCC (ethyl acetate), C(C)#N (acetonitrile), C(C)(C)N(CC)C(C)C (diisopropylethylamine). Conditions: temperature 40 celsius, time 1 hour. Yields the product [N+](=O)([O-])C1=CC=C(COC(=O)N=C(NCC(=O)N[C@@H]2CN(CC2)C(=O)[C@H]2N(C[C@H](C2)SCC2=CC=C(C=C2)OC)C)NC(=O)OCC2=CC=C(C=C2)[N+](=O)[O-])C=C1 ((2S,4S)-2-[(3S)-3-[2-[2,3-bis(4-nitrobenzyloxycarbonyl)guanidino]acetylamino]pyrrolidin-1-ylcarbonyl]-4-(4-methoxybenzylthio)-1-methylpyrrolidine). The yield is 95.7%. As a reaction SMILES: [CH3:1][O:2][C:3]1[CH:19]=[CH:18][C:6]([CH2:7][S:8][C@@H:9]2[CH2:13][N:12]([CH3:14])[C@H:11]([C:15]([OH:17])=O)[CH2:10]2)=[CH:5][CH:4]=1.FC(F)(F)C(O)=O.[N+:27]([C:30]1[CH:65]=[CH:64][C:33]([CH2:34][O:35][C:36]([N:38]=[C:39]([NH:50][C:51]([O:53][CH2:54][C:55]2[CH:60]=[CH:59][C:58]([N+:61]([O-:63])=[O:62])=[CH:57][CH:56]=2)=[O:52])[NH:40][CH2:41][C:42]([NH:44][C@H:45]2[CH2:49][CH2:48][NH:47][CH2:46]2)=[O:43])=[O:37])=[CH:32][CH:31]=1)([O-:29])=[O:28]>C(#N)C.C(N(C(C)C)CC)(C)C.C(OCC)(=O)C>[N+:27]([C:30]1[CH:65]=[CH:64][C:33]([CH2:34][O:35][C:36]([N:38]=[C:39]([NH:50][C:51]([O:53][CH2:54][C:55]2[CH:56]=[CH:57][C:58]([N+:61]([O-:63])=[O:62])=[CH:59][CH:60]=2)=[O:52])[NH:40][CH2:41][C:42]([NH:44][C@H:45]2[CH2:49][CH2:48][N:47]([C:15]([C@@H:11]3[CH2:10][C@H:9]([S:8][CH2:7][C:6]4[CH:5]=[CH:4][C:3]([O:2][CH3:1])=[CH:19][CH:18]=4)[CH2:13][N:12]3[CH3:14])=[O:17])[CH2:46]2)=[O:43])=[O:37])=[CH:32][CH:31]=1)([O-:29])=[O:28] |f:1.2|. Reported procedure: 1.09 g of (2S,4S)-4-(4-methoxybenzylthio)-1-methylpyrrolidine-2-carboxylic acid were suspended in 30 ml of dry acetonitrile, and 691 mg of N,N'-carbonyldiimidazole were added to this suspension, after which the mixture was stirred at 40° C. for 1 hour. At the end of the time, the reaction mixture was cooled with ice, and 2.98 g of (3S)-3-[2-[2,3-bis(4-nitrobenzyloxycarbonyl)guanidino]acetylamino]pyrrolidine trifluoroacetate in 30 ml of dry acetonitrile and 1.7 ml of diisopropylethylamine were ad...